From a dataset of the Open Reaction Database (ORD), a public repository of structured organic reaction records. describe an organic reaction: reactants, conditions, products, and yield The reactants are FC1=C(C=CC(=C1)F)[C@]([C@@H](C)N1C(N(CC1)C1=CC=C(C=C1)N1N=NC=C1)=O)(CN1N=CN=C1)O (1-[(1R,2R)-2-(2,4-difluorophenyl)-2-hydroxy-1-methyl-3-(1H-1,2,4-triazol-1-yl)propyl]-3-[4-(1H-1,2,3-triazol-1-yl)phenyl]-2-imidazolidinone), C(OC(C)Cl)(OCC)=O (1-chloroethyl ethyl carbonate), C(C)#N (acetonitrile). The solvent is C(C)(C)OC(C)C (diisopropyl ether). Conditions: temperature 85 celsius, time 60 hour. The product is [Cl-].FC1=C(C=CC(=C1)F)[C@@](C[NH+]1N=CN(C1)C(C)OC(=O)OCC)([C@@H](C)N1C(N(CC1)C1=CC=C(C=C1)N1N=NC=C1)=O)O (1-[(2R,3R)-2-(2,4-difluorophenyl)-2-hydroxy-3-[2-oxo-3-[4-(1H-1,2,3-triazol-1-yl)phenyl]-1-imidazolidinyl]butyl]-4-[1-(ethoxycarbonyloxy)ethyl]-1H-1,2,4-triazolium chloride). The yield is 27.2%. RXN SMILES: [F:1][C:2]1[CH:7]=[C:6]([F:8])[CH:5]=[CH:4][C:3]=1[C@@:9]([OH:35])([CH2:29][N:30]1[CH:34]=[N:33][CH:32]=[N:31]1)[C@H:10]([N:12]1[CH2:16][CH2:15][N:14]([C:17]2[CH:22]=[CH:21][C:20]([N:23]3[CH:27]=[CH:26][N:25]=[N:24]3)=[CH:19][CH:18]=2)[C:13]1=[O:28])[CH3:11].[C:36](=[O:44])([O:41][CH2:42][CH3:43])[O:37][CH:38]([Cl:40])[CH3:39].C(#N)C>C(OC(C)C)(C)C>[Cl-:40].[F:1][C:2]1[CH:7]=[C:6]([F:8])[CH:5]=[CH:4][C:3]=1[C@:9]([OH:35])([C@H:10]([N:12]1[CH2:16][CH2:15][N:14]([C:17]2[CH:18]=[CH:19][C:20]([N:23]3[CH:27]=[CH:26][N:25]=[N:24]3)=[CH:21][CH:22]=2)[C:13]1=[O:28])[CH3:11])[CH2:29][NH+:30]1[CH2:34][N:33]([CH:38]([O:37][C:36]([O:41][CH2:42][CH3:43])=[O:44])[CH3:39])[CH:32]=[N:31]1 |f:4.5|. Procedure details: To a mixture of 1-[(1R,2R)-2-(2,4-difluorophenyl)-2-hydroxy-1-methyl-3-(1H-1,2,4-triazol-1-yl)propyl]-3-[4-(1H-1,2,3-triazol-1-yl)phenyl]-2-imidazolidinone (100 mg) and 1-chloroethyl ethyl carbonate (1.0 g) was added acetonitrile (0.5 ml), and the mixture was stirred for 60 hours at 85° C. After having been cooled, the mixture was diluted with diisopropyl ether (4 ml), and the resulting powder was collected by filtration. The powder was subjected to ODS column chromatography (eluent: methanol/wa... The reactants are Brc1cccc(Br)n1, CCN(Cc1ccccc1)C(=O)CCOC, [Li]CCCC, C1CCOC1. The product is COCCC(=O)c1cccc(Br)n1. Reaction SMILES: [Br:6][c:7]1[n:8][c:9]([Br:13])[cH:10][cH:11][cH:12]1.[CH2:14]([N:15]([CH2:16][c:23]1[cH:24][cH:25][cH:26][cH:27][cH:28]1)[C:17]([CH2:18][CH2:19][O:20][CH3:21])=[O:22])[CH3:29].[CH2:1]([Li:2])[CH2:3][CH2:4][CH3:5].[CH2:30]1[O:31][CH2:32][CH2:33][CH2:34]1>>[c:7]1([C:17]([CH2:18][CH2:19][O:20][CH3:21])=[O:22])[n:8][c:9]([Br:13])[cH:10][cH:11][cH:12]1. Reactants: CN(C)C=O, CC(C)(C)[O-], CC(=O)O, O=NCNC1=Nc2ccc([N+](=O)[O-])cc2C(c2ccccc2Cl)=NC1, [K+], C[N+](=O)[O-]. The product is O=[N+]([O-])C=C1CN=C(c2ccccc2Cl)c2cc([N+](=O)[O-])ccc2N1. As a reaction SMILES: [CH3:26][N:27]([CH3:28])[CH:29]=[O:30].[CH3:35][C:36]([CH3:37])([O-:38])[CH3:39].[CH3:41][C:42](=[O:43])[OH:44].[Cl:1][c:2]1[c:3]([C:8]2=[N:9][CH2:10][C:11]([NH:22][CH2:23][N:24]=[O:25])=[N:12][c:13]3[c:14]2[cH:15][c:16]([N+:19](=[O:20])[O-:21])[cH:17][cH:18]3)[cH:4][cH:5][cH:6][cH:7]1.[K+:40].[N+:31](=[O:32])([O-:33])[CH3:34]>>[Cl:1][c:2]1[c:3]([C:8]2=[N:9][CH2:10][C:11](=[CH:34][N+:31](=[O:32])[O-:33])[NH:12][c:13]3[c:14]2[cH:15][c:16]([N+:19](=[O:20])[O-:21])[cH:17][cH:18]3)[cH:4][cH:5][cH:6][cH:7]1. Reactants: Cl, O=c1[nH]c2cc(F)c(F)c([N+](=O)[O-])c2[nH]c1=O, [Na+], [OH-], O. Yields the product O=c1[nH]c2cc(F)c(O)c([N+](=O)[O-])c2[nH]c1=O. Reaction SMILES: [ClH:20].[F:1][c:2]1[c:3]([N+:15](=[O:16])[O-:17])[c:4]2[nH:5][c:6](=[O:14])[c:7](=[O:13])[nH:8][c:9]2[cH:10][c:11]1[F:12].[Na+:19].[OH-:18].[OH2:21]>>[c:2]1([OH:18])[c:3]([N+:15](=[O:16])[O-:17])[c:4]2[nH:5][c:6](=[O:14])[c:7](=[O:13])[nH:8][c:9]2[cH:10][c:11]1[F:12]. The reactants are CC(C)(C)OC(=O)N1CCN(c2ncc(C3CC3)cc2C2CC2)CC1, CCOC(C)=O, ClC(Cl)Cl, Cl, [Na+], [OH-]. The product is Cl, c1nc(N2CCNCC2)c(C2CC2)cc1C1CC1. As a reaction SMILES: [C:1]([O:2][C:3](=[O:4])[N:8]1[CH2:9][CH2:10][N:11]([c:14]2[n:15][cH:16][c:17]([CH:23]3[CH2:24][CH2:25]3)[cH:18][c:19]2[CH:20]2[CH2:21][CH2:22]2)[CH2:12][CH2:13]1)([CH3:5])([CH3:6])[CH3:7].[C:26]([O:27][CH2:28][CH3:29])(=[O:30])[CH3:31].[CH:35]([Cl:36])([Cl:37])[Cl:38].[ClH:32].[Na+:34].[OH-:33]>>[ClH:32].[NH:8]1[CH2:9][CH2:10][N:11]([c:14]2[n:15][cH:16][c:17]([CH:23]3[CH2:24][CH2:25]3)[cH:18][c:19]2[CH:20]2[CH2:21][CH2:22]2)[CH2:12][CH2:13]1. Reactants: COS(=O)(=O)OC, Cc1cc(O)ccc1Cl. Yields the product COc1ccc(Cl)c(C)c1. As a reaction SMILES: [CH3:10][O:11][S:12]([O:13][CH3:14])(=[O:15])=[O:16].[Cl:1][c:2]1[c:3]([CH3:9])[cH:4][c:5]([OH:8])[cH:6][cH:7]1>>[Cl:1][c:2]1[c:3]([CH3:9])[cH:4][c:5]([O:8][CH3:10])[cH:6][cH:7]1. The reactants are O (water), [H-].[Na+] (Sodium hydride), ClCC=1C=CC(=NC1)OCC1=NC2=CC=CC=C2C=C1 (2-(5-chloromethyl-2-pyridyloxymethyl)quinoline), C1(=CC=CC=C1)C1=NNC=C1CCC(=O)OCC (ethyl 3-(3-phenyl-1H-pyrazol-4-yl)propionate). The solvent is CN(C=O)C (N,N-dimethylformamide). Run at time 1 hour. Yields the product C1(=CC=CC=C1)C1=NN(C=C1CCC(=O)OCC)CC=1C=NC(=CC1)OCC1=NC2=CC=CC=C2C=C1 (ethyl 3-[3-phenyl-1-[6-(2-quinolylmethoxy)-3-pyridylmethyl]-1H-pyrazol-4-yl]propionate). Yield: 75.6%. RXN SMILES: [H-].[Na+].Cl[CH2:4][C:5]1[CH:6]=[CH:7][C:8]([O:11][CH2:12][C:13]2[CH:22]=[CH:21][C:20]3[C:15](=[CH:16][CH:17]=[CH:18][CH:19]=3)[N:14]=2)=[N:9][CH:10]=1.[C:23]1([C:29]2[C:33]([CH2:34][CH2:35][C:36]([O:38][CH2:39][CH3:40])=[O:37])=[CH:32][NH:31][N:30]=2)[CH:28]=[CH:27][CH:26]=[CH:25][CH:24]=1.O>CN(C)C=O>[C:23]1([C:29]2[C:33]([CH2:34][CH2:35][C:36]([O:38][CH2:39][CH3:40])=[O:37])=[CH:32][N:31]([CH2:4][C:5]3[CH:10]=[N:9][C:8]([O:11][CH2:12][C:13]4[CH:22]=[CH:21][C:20]5[C:15](=[CH:16][CH:17]=[CH:18][CH:19]=5)[N:14]=4)=[CH:7][CH:6]=3)[N:30]=2)[CH:24]=[CH:25][CH:26]=[CH:27][CH:28]=1 |f:0.1|. Procedure: Sodium hydride (60%, oily, 70.0 mg) was added to a solution of 2-(5-chloromethyl-2-pyridyloxymethyl)quinoline (498 mg), ethyl 3-(3-phenyl-1H-pyrazol-4-yl)propionate (428 mg) in N,N-dimethylformamide (10 ml) at 0° C., and the mixture was stirred at room temperature for 1 hour. The reaction mixture was poured into water, and extracted with ethyl acetate. The ethyl acetate layer was washed with saturated aqueous sodium chloride solution, dried (MgSO4), and concentrated. The residue was subjected to...